Dataset: the Open Reaction Database (ORD), a public repository of structured organic reaction records. Task: describe an organic reaction: reactants, conditions, products, and yield Starting materials: COC(C(CC1CCCC1)C1=CC=C(C=C1)C#CCN(C)C)=O (3-cyclopentyl-2-[4-(3-dimethylamino-prop-1-ynyl)-phenyl]-propionic acid methyl ester), [OH-].[Li+] (lithium hydroxide). Solvent: CO (methanol), O (water). Reaction conditions: temperature 25 celsius, time 18 hour. Yields the product C1(CCCC1)CC(C(=O)O)C1=CC=C(C=C1)C#CCN(C)C (3-cyclopentyl-2-[4-(3-dimethylamino-prop-1-ynyl)-phenyl]-propionic acid). Yield: 84.6%. Reaction SMILES: C[O:2][C:3](=[O:23])[CH:4]([C:11]1[CH:16]=[CH:15][C:14]([C:17]#[C:18][CH2:19][N:20]([CH3:22])[CH3:21])=[CH:13][CH:12]=1)[CH2:5][CH:6]1[CH2:10][CH2:9][CH2:8][CH2:7]1.[OH-].[Li+]>CO.O>[CH:6]1([CH2:5][CH:4]([C:11]2[CH:16]=[CH:15][C:14]([C:17]#[C:18][CH2:19][N:20]([CH3:22])[CH3:21])=[CH:13][CH:12]=2)[C:3]([OH:23])=[O:2])[CH2:10][CH2:9][CH2:8][CH2:7]1 |f:1.2|. Reported procedure: A solution of 3-cyclopentyl-2-[4-(3-dimethylamino-prop-1-ynyl)-phenyl]-propionic acid methyl ester (563 mg, 1.80 mmol) in methanol (10 mL) and water (10 mL) was treated with lithium hydroxide (862 mg, 20.5 mmol). The reaction mixture was stirred at 25° C. for 18 h. At this time, the reaction was concentrated in vacuo. The residue was diluted with water (40 mL). This solution was acidified to pH=5 with concentrated hydrochloric acid and then extracted with ethyl acetate (1×40 mL) and chloroform/m... Reaction SMILES: [C:1]([O:5][C:6]([NH:8][C@H:9]([C:14]([N:16]1[C@@H:23]([C:24]#[CH:25])[CH2:22][CH2:21][C@H:17]1[C:18](O)=[O:19])=[O:15])[CH2:10][CH:11]([CH3:13])[CH3:12])=[O:7])([CH3:4])([CH3:3])[CH3:2].C[N:27]1CCOCC1.ClC(OCC(C)C)=O.N.Cl>C1COCC1>[C:1]([O:5][C:6]([NH:8][C@H:9]([C:14]([N:16]1[C@@H:23]([C:24]#[CH:25])[CH2:22][CH2:21][C@H:17]1[C:18]([NH2:27])=[O:19])=[O:15])[CH2:10][CH:11]([CH3:13])[CH3:12])=[O:7])([CH3:3])([CH3:4])[CH3:2]. Starting materials: N (ammonia), Cl (HCl), C(C)(C)(C)OC(=O)N[C@@H](CC(C)C)C(=O)N1[C@H](C(=O)O)CC[C@@H]1C#C (N-(tert-butoxycarbonyl)-L-leucyl-(5R)-5-ethynyl-L-proline), CN1CCOCC1 (N-methyl morpholine), ClC(=O)OCC(C)C (isobutyl chloroformate). Solvent: C1CCOC1 (THF). Reaction conditions: temperature 0 celsius, time 30 minute. Procedure details: To a cold (0° C.) solution of N-(tert-butoxycarbonyl)-L-leucyl-(5R)-5-ethynyl-L-proline (2.83 mmol) and N-methyl morpholine (0.39 mL, 3.50 mmol) in THF (15 mL) was added isobutyl chloroformate (0.42 mL, 3.25 mmol). The resulting cloudy white mixture was stirred at 0° C. for 30 minutes followed by the addition of a solution of ammonia (0.5 M in dioxane, 10.0 mL, 5.0 mmol). The solution was allowed to warm to room temperature and stirred for 16 hours. The reaction mixture was diluted by the additi... Yields the product C(C)(C)(C)OC(=O)N[C@@H](CC(C)C)C(=O)N1[C@H](C(=O)N)CC[C@@H]1C#C (N-(tert-butoxycarbonyl)-L-leucyl-(5R)-5-ethynyl-L-prolinamide). The reactants are [H-].[Na+] (NaH), BrC1=NNC2=CC=C(C=C12)C(=O)OCC (ethyl 3-bromo-1H-indazole-5-carboxylate), C(C1=CC=CC=C1)(C1=CC=CC=C1)(C1=CC=CC=C1)Cl (Tritylchloride). Run in C1CCOC1 (THF). Reaction conditions: time 15 minute. The product is BrC1=NN(C2=CC=C(C=C12)C(=O)OCC)C(C1=CC=CC=C1)(C1=CC=CC=C1)C1=CC=CC=C1 (ethyl 3-bromo-1-trityl-1H-indazole-5-carboxylate). Isolated yield 97.8%. RXN SMILES: [Br:1][C:2]1[C:10]2[C:5](=[CH:6][CH:7]=[C:8]([C:11]([O:13][CH2:14][CH3:15])=[O:12])[CH:9]=2)[NH:4][N:3]=1.[H-].[Na+].[C:18](Cl)([C:31]1[CH:36]=[CH:35][CH:34]=[CH:33][CH:32]=1)([C:25]1[CH:30]=[CH:29][CH:28]=[CH:27][CH:26]=1)[C:19]1[CH:24]=[CH:23][CH:22]=[CH:21][CH:20]=1>C1COCC1>[Br:1][C:2]1[C:10]2[C:5](=[CH:6][CH:7]=[C:8]([C:11]([O:13][CH2:14][CH3:15])=[O:12])[CH:9]=2)[N:4]([C:18]([C:19]2[CH:24]=[CH:23][CH:22]=[CH:21][CH:20]=2)([C:31]2[CH:32]=[CH:33][CH:34]=[CH:35][CH:36]=2)[C:25]2[CH:26]=[CH:27][CH:28]=[CH:29][CH:30]=2)[N:3]=1 |f:1.2|. Reported procedure: To a suspension of ethyl 3-bromo-1H-indazole-5-carboxylate (10.72 gm, 0.04 mol) in 160 mL of THF was added NaH (2.8 g, 0.068 mol) portionwise at 5-10 C under ice/water bath. The solution was stirred for 15 minutes further until no more bubbling. Tritylchloride (14 g, 0.05 mol) was added in several portions. After the addition, the cooling bath was removed and the orange suspension was stirred at room temperature for overnight. The reaction mixture was poured slowly into 100 mL of saturated NH4Cl... The reactants are O=c1[nH]nc2cc(-c3ccc(Cl)cc3)c(-c3ccccc3Cl)nn12, FC(F)(F)c1ccc(CCl)cn1, O=c1n(Cc2ccc(C(F)(F)F)cc2)nc2cc(-c3ccc(Cl)cc3)c(-c3ccccc3Cl)nn12. Yields the product O=c1n(Cc2ccc(C(F)(F)F)nc2)nc2cc(-c3ccc(Cl)cc3)c(-c3ccccc3Cl)nn12. RXN SMILES: [Cl:1][c:2]1[c:3](-[c:8]2[c:9](-[c:18]3[cH:19][cH:20][c:21]([Cl:24])[cH:22][cH:23]3)[cH:10][c:11]3[n:12]([n:13]2)[c:14](=[O:17])[nH:15][n:16]3)[cH:4][cH:5][cH:6][cH:7]1.[Cl:25][CH2:26][c:27]1[cH:28][cH:29][c:30]([C:33]([F:34])([F:35])[F:36])[n:31][cH:32]1.[F:37][C:38]([F:39])([F:40])[c:41]1[cH:42][cH:43][c:44]([CH2:45][n:46]2[c:47](=[O:48])[n:49]3[n:50][c:51](-[c:52]4[cH:53][cH:54][cH:55][cH:56][c:57]4[Cl:58])[c:59](-[c:60]4[cH:61][cH:62][c:63]([Cl:64])[cH:65][cH:66]4)[cH:67][c:68]3[n:69]2)[cH:70][cH:71]1>>[Cl:1][c:2]1[c:3](-[c:8]2[c:9](-[c:18]3[cH:19][cH:20][c:21]([Cl:24])[cH:22][cH:23]3)[cH:10][c:11]3[n:12]([n:13]2)[c:14](=[O:17])[n:15]([CH2:26][c:27]2[cH:28][cH:29][c:30]([C:33]([F:34])([F:35])[F:36])[n:31][cH:32]2)[n:16]3)[cH:4][cH:5][cH:6][cH:7]1. Reactants: [Na] (sodium), C(C1=CC=CC=C1)NC1=C(N=C2C(=NC(=NC2=N1)N1CCNCC1)N1CCS(CC1)=O)Cl (7-benzylamino-6-chloro-4-(1-oxido-thiomorpholino)-2-piperazino-pteridine), CO (methanol). Run in O1CCOCC1 (dioxane). Product: C(C1=CC=CC=C1)NC1=C(N=C2C(=NC(=NC2=N1)N1CCNCC1)N1CCS(CC1)=O)OC (7-Benzylamino-6-methoxy-4-(1-oxido-thiomorpholino)-2-piperazino-pteridine). Reaction SMILES: [Na].[CH2:2]([NH:9][C:10]1[N:19]=[C:18]2[C:13]([C:14]([N:26]3[CH2:31][CH2:30][S:29](=[O:32])[CH2:28][CH2:27]3)=[N:15][C:16]([N:20]3[CH2:25][CH2:24][NH:23][CH2:22][CH2:21]3)=[N:17]2)=[N:12][C:11]=1Cl)[C:3]1[CH:8]=[CH:7][CH:6]=[CH:5][CH:4]=1.[CH3:34][OH:35]>O1CCOCC1>[CH2:2]([NH:9][C:10]1[N:19]=[C:18]2[C:13]([C:14]([N:26]3[CH2:31][CH2:30][S:29](=[O:32])[CH2:28][CH2:27]3)=[N:15][C:16]([N:20]3[CH2:25][CH2:24][NH:23][CH2:22][CH2:21]3)=[N:17]2)=[N:12][C:11]=1[O:35][CH3:34])[C:3]1[CH:8]=[CH:7][CH:6]=[CH:5][CH:4]=1 |^1:0|. Procedure details: A solution of 0.23 g (0.01 mol) of sodium in 10 ml of methanol was poured into a solution of 2.9 g (0.006 mol) of 7-benzylamino-6-chloro-4-(1-oxido-thiomorpholino)-2-piperazino-pteridine in 100 ml of dioxane. The resulting mixture was refluxed for 30 minutes and then the solvent was substantially distilled off in vacuo. The residue was taken up in about 70 ml of water, and the reaction product which precipitated was suction-filtered off, washed with water and dried at about 60° C.